Task: describe an organic reaction: reactants, conditions, products, and yield. Dataset: the Open Reaction Database (ORD), a public repository of structured organic reaction records Starting materials: C(C1=CC=CC=C1)N1C[C@]2(C(N3C4=C(C=CC=C4[C@H]2C1)CCC3)=O)C(=O)OCC ((±)-cis ethyl 10-benzyl-8-oxo-5,6,9,10,11,11a-hexahydro-4H-pyrido[3,2,1-ij]pyrrolo[3,4-c]quinoline-8a(8H)-carboxylate), Cl (HCl). The solvent is O1CCOCC1 (1,4-dioxane). Run at temperature 100 celsius, time 24 hour. The product is Cl.Cl.C1=C2[C@H]3[C@@H](CN4C2=C(C=C1)CCC4)CNC3 ((8aR,11aR)-5,6,8,8a,9,10,11,11a-octahydro-4H-pyrido[3,2,1-ij]pyrrolo[3,4-c]quinoline, bis-hydrochloride salt). Yield: 94.0%. RXN SMILES: C([N:8]1[CH2:20][C@H:19]2[C@:10](C(OCC)=O)([C:11](=O)[N:12]3[CH2:23][CH2:22][CH2:21][C:14]4[CH:15]=[CH:16][CH:17]=[C:18]2[C:13]3=4)[CH2:9]1)C1C=CC=CC=1.[ClH:30]>O1CCOCC1>[ClH:30].[ClH:30].[CH:17]1[CH:16]=[CH:15][C:14]2[CH2:21][CH2:22][CH2:23][N:12]3[C:13]=2[C:18]=1[C@@H:19]1[CH2:20][NH:8][CH2:9][C@@H:10]1[CH2:11]3 |f:3.4.5|. Procedure details: To a solution of (±)-cis ethyl 10-benzyl-8-oxo-5,6,9,10,11,11a-hexahydro-4H-pyrido[3,2,1-ij]pyrrolo[3,4-c]quinoline-8a(8H)-carboxylate (36.6 g, 93.7 mmol) in 400 mL of 1,4-dioxane was added 400 mL of 3M HCl and the resulting mixture was stirred at 100° C. for 24 h. The dioxane and most of the water was removed in vacuo, and the residue was basified with 1N NaOH and extracted with ethyl acetate. The layers were separated and the organics were washed with brine, dried (MgSO4) and concentrated to a... Reactants: S(O)(O)(=O)=O (sulfuric acid), C1=CC(=C2C(=CC=C3C4=CC=C(C=5C(=CC=C(C1=C23)C45)C(=O)O)C(=O)O)C(O)=N)C(O)=N (perylene-3,4,9,10-tetracarboxylic acid diimide). Reaction conditions: temperature 220 celsius. The product is C1=CC2=C3C(=CC=C4C3=C1C5=C6C4=CC=C7C6=C(C=C5)C(=O)OC7=O)C(=O)OC2=O (perylene-3,4,9,10-tetracarboxylic dianhydride). As a reaction SMILES: S(=O)(=O)(O)[OH:2].[CH:6]1[C:23]2=[C:24]3[C:13]([C:14]4[C:25]5[C:22]2=[CH:21][CH:20]=[C:19]([C:26]([OH:28])=[O:27])[C:18]=5[C:17]([C:29](O)=[O:30])=[CH:16][CH:15]=4)=[CH:12][CH:11]=[C:10]([C:32](=N)[OH:33])[C:9]3=[C:8]([C:35](=N)[OH:36])[CH:7]=1>>[CH:15]1[C:14]2[C:13]3[CH:12]=[CH:11][C:10]4[C:32]([O:2][C:35](=[O:36])[C:8]5[C:9]=4[C:24]=3[C:23](=[CH:6][CH:7]=5)[C:22]3[C:25]=2[C:18]2[C:19]([C:26]([O:28][C:29](=[O:30])[C:17]=2[CH:16]=1)=[O:27])=[CH:20][CH:21]=3)=[O:33]. Reported procedure: 800 g of 95% strength sulfuric acid are initially taken and 200 g of 89.4% strength perylene-3,4,9,10-tetracarboxylic acid diimide are introduced at room temperature. The temperature of the mixture is then raised to 220° C. and is maintained at this level for two hours. The mixture is then allowed to cool to room temperature and the precipitate which has been formed is filtered off with suction and washed with water until it is neutral. 174.3 g of crude perylene-3,4,9,10-tetracarboxylic dianhydr... The reactants are ClC=1N=C(C2=C(N1)C=CO2)NC2CC2 (2-chloro-N-cyclopropylfuro[3,2-d]pyrimidin-4-amine), ClC=1C=C(N)C=CC1N1CCN(CC1)C (3-chloro-4-(4-methylpiperazin-1-yl)aniline), CC(C)C1=CC(=C(C(=C1)C(C)C)C2=C(C=CC=C2)P(C3CCCCC3)C4CCCCC4)C(C)C (X-Phos), C(=O)([O-])[O-].[K+].[K+] (K2CO3). The reagents and catalysts are C=1C=CC(=CC1)/C=C/C(=O)/C=C/C2=CC=CC=C2.C=1C=CC(=CC1)/C=C/C(=O)/C=C/C2=CC=CC=C2.C=1C=CC(=CC1)/C=C/C(=O)/C=C/C2=CC=CC=C2.[Pd].[Pd] (Pd2dba3). The solvent is CC(C)(C)O (t-BuOH). Reaction conditions: temperature 85 celsius, time 8 hour. The product is ClC=1C=C(C=CC1N1CCN(CC1)C)NC=1N=C(C2=C(N1)C=CO2)NC2CC2 (N2-(3-chloro-4-(4-methylpiperazin-1-yl)phenyl)-N4-cyclopropylfuro[3,2-d]pyrimidine-2,4-diamine). Yield: 43.2%. Reaction SMILES: Cl[C:2]1[N:3]=[C:4]([NH:11][CH:12]2[CH2:14][CH2:13]2)[C:5]2[O:10][CH:9]=[CH:8][C:6]=2[N:7]=1.[Cl:15][C:16]1[CH:17]=[C:18]([CH:20]=[CH:21][C:22]=1[N:23]1[CH2:28][CH2:27][N:26]([CH3:29])[CH2:25][CH2:24]1)[NH2:19].CC(C1C=C(C(C)C)C(C2C=CC=CC=2P(C2CCCCC2)C2CCCCC2)=C(C(C)C)C=1)C.C([O-])([O-])=O.[K+].[K+]>C1C=CC(/C=C/C(/C=C/C2C=CC=CC=2)=O)=CC=1.C1C=CC(/C=C/C(/C=C/C2C=CC=CC=2)=O)=CC=1.C1C=CC(/C=C/C(/C=C/C2C=CC=CC=2)=O)=CC=1.[Pd].[Pd].CC(O)(C)C>[Cl:15][C:16]1[CH:17]=[C:18]([NH:19][C:2]2[N:3]=[C:4]([NH:11][CH:12]3[CH2:14][CH2:13]3)[C:5]3[O:10][CH:9]=[CH:8][C:6]=3[N:7]=2)[CH:20]=[CH:21][C:22]=1[N:23]1[CH2:24][CH2:25][N:26]([CH3:29])[CH2:27][CH2:28]1 |f:3.4.5,6.7.8.9.10|. Procedure: To a vial was added 2-chloro-N-cyclopropylfuro[3,2-d]pyrimidin-4-amine (0.099 g, 0.476 mmol, Preparation #A.1), 3-chloro-4-(4-methylpiperazin-1-yl)aniline (0.118 g, 0.523 mmol, Art-Chem), X-Phos (0.0136 g, 0.029 mmol), K2CO3 (0.079 g, 0.571 mmol), and Pd2dba3 (0.026 g, 0.029 mmol). t-BuOH (2 mL) was then added and tube was sealed. The tube was evacuated and purged with nitrogen (3×), and stirred overnight at about 85° C. The mixture was filtered, the filter pad was washed with EtOAc and then the... The reactants are FC(C(=O)O)(F)F (trifluoroacetic acid), C(CCC)OC1(CN(C1)C(=O)OC(C)(C)C)C1=C(C=CC=C1)F (3-butoxy-3-(2-fluorophenyl)-1-(tert-butoxycarbonyl)azetidine). Solvent: ClCCl (dichloromethane). Conditions: time 30 minute. Yields the product FC(C(=O)O)(F)F.C(CCC)OC1(CNC1)C1=C(C=CC=C1)F (3-butoxy-3-(2-fluorophenyl)azetidine trifluoroacetate). Isolated yield 100.0%. RXN SMILES: [F:1][C:2]([F:7])([F:6])[C:3]([OH:5])=[O:4].[CH2:8]([O:12][C:13]1([C:24]2[CH:29]=[CH:28][CH:27]=[CH:26][C:25]=2[F:30])[CH2:16][N:15](C(OC(C)(C)C)=O)[CH2:14]1)[CH2:9][CH2:10][CH3:11]>ClCCl>[F:1][C:2]([F:7])([F:6])[C:3]([OH:5])=[O:4].[CH2:8]([O:12][C:13]1([C:24]2[CH:29]=[CH:28][CH:27]=[CH:26][C:25]=2[F:30])[CH2:14][NH:15][CH2:16]1)[CH2:9][CH2:10][CH3:11] |f:3.4|. Reported procedure: 1 ml of trifluoroacetic acid is added to a solution containing 104 mg (0.3 mmol) of 3-butoxy-3-(2-fluorophenyl)-1-(tert-butoxycarbonyl)azetidine in 3 ml of dichloromethane at 0° C. After stirring for 30 minutes, the reaction medium is evaporated off under a stream of nitrogen. 126 mg of 3-butoxy-3-(2-fluorophenyl)azetidine trifluoroacetate are obtained in the form of a pale yellow oil with a yield of 100%. Reactants: CO, Cl, Cl, CCOC(=O)C1CCc2cc(Cc3ncc[nH]3)ccc2C1. Product: Cl, O=C(O)C1CCc2cc(Cc3ncc[nH]3)ccc2C1. Reaction SMILES: [CH3:24][OH:25].[ClH:1].[ClH:23].[nH:2]1[c:3]([CH2:7][c:8]2[cH:9][c:10]3[c:15]([cH:16][cH:17]2)[CH2:14][CH:13]([C:18](=[O:19])[O:20][CH2:21][CH3:22])[CH2:12][CH2:11]3)[n:4][cH:5][cH:6]1>>[ClH:1].[nH:2]1[c:3]([CH2:7][c:8]2[cH:9][c:10]3[c:15]([cH:16][cH:17]2)[CH2:14][CH:13]([C:18](=[O:19])[OH:20])[CH2:12][CH2:11]3)[n:4][cH:5][cH:6]1. Reactants: CC(=O)O, Cc1ccccc1, CCOC(C)=O, Cc1ccc(C(=O)NC2CC2)cc1-n1ncc(C(=O)c2cccc(C3OCCO3)c2)c1N. Yields the product Cc1ccc(C(=O)NC2CC2)cc1-n1ncc(C(=O)c2cccc(C=O)c2)c1N. Reaction SMILES: [C:46]([OH:47])(=[O:48])[CH3:49].[CH3:33][c:34]1[cH:35][cH:36][cH:37][cH:38][cH:39]1.[CH3:40][CH2:41][O:42][C:43]([CH3:44])=[O:45].[NH2:1][c:2]1[c:3]([C:20]([c:21]2[cH:22][c:23]([CH:27]3[O:28][CH2:31][CH2:30][O:29]3)[cH:24][cH:25][cH:26]2)=[O:32])[cH:4][n:5][n:6]1-[c:7]1[cH:8][c:9]([C:10](=[O:11])[NH:12][CH:13]2[CH2:14][CH2:15]2)[cH:16][cH:17][c:18]1[CH3:19]>>[NH2:1][c:2]1[c:3]([C:20]([c:21]2[cH:22][c:23]([CH:27]=[O:28])[cH:24][cH:25][cH:26]2)=[O:32])[cH:4][n:5][n:6]1-[c:7]1[cH:8][c:9]([C:10](=[O:11])[NH:12][CH:13]2[CH2:14][CH2:15]2)[cH:16][cH:17][c:18]1[CH3:19]. Starting materials: O=C([O-])[O-], Cc1c(C(=O)Nc2ccc(O)c(CO)c2)nnn1Cc1ccc(Cl)c(Cl)c1, CN(C)CCCl, Cl, [K+], [K+], CN(C)C=O. Product: Cc1c(C(=O)Nc2ccc(OCCN(C)C)c(CO)c2)nnn1Cc1ccc(Cl)c(Cl)c1. RXN SMILES: [C:28](=[O:29])([O-:30])[O-:31].[Cl:1][c:2]1[cH:3][c:4]([CH2:9][n:10]2[n:11][n:12][c:13]([C:16](=[O:17])[NH:18][c:19]3[cH:20][c:21]([CH2:26][OH:27])[c:22]([OH:25])[cH:23][cH:24]3)[c:14]2[CH3:15])[cH:5][cH:6][c:7]1[Cl:8].[Cl:35][CH2:36][CH2:37][N:38]([CH3:39])[CH3:40].[ClH:34].[K+:32].[K+:33].[O:41]=[CH:42][N:43]([CH3:44])[CH3:45]>>[Cl:1][c:2]1[cH:3][c:4]([CH2:9][n:10]2[n:11][n:12][c:13]([C:16](=[O:17])[NH:18][c:19]3[cH:20][c:21]([CH2:26][OH:27])[c:22]([O:25][CH2:36][CH2:37][N:38]([CH3:39])[CH3:40])[cH:23][cH:24]3)[c:14]2[CH3:15])[cH:5][cH:6][c:7]1[Cl:8]. The reactants are C(C)(C)(C)OC(=O)N1[C@@H](CN[C@H](C1)CN1C(CCC1)=O)C ((2R,5S)-2-methyl-5-(2-oxo-pyrrolidin-1-ylmethyl)-piperazine-1-carboxylic acid tert-butyl ester), C([O-])([O-])=O.[K+].[K+] (potassium carbonate), BrCC(=O)OCC1=CC=CC=C1 (benzyl bromoacetate). The solvent is C(Cl)(Cl)Cl (chloroform), CC#N (MeCN). Conditions: time 18 hour. Product: C(C)(C)(C)OC(=O)N1[C@@H](CN([C@H](C1)CN1C(CCC1)=O)CC(=O)OCC1=CC=CC=C1)C ((2R,5S)-4-Benzyloxycarbonylmethyl-2-methyl-5-(2-oxo-pyrrolidin-1-ylmethyl)-piperazine-1-carboxylic acid tert-butyl ester). The yield is 97.7%. As a reaction SMILES: [C:1]([O:5][C:6]([N:8]1[CH2:13][C@H:12]([CH2:14][N:15]2[CH2:19][CH2:18][CH2:17][C:16]2=[O:20])[NH:11][CH2:10][C@H:9]1[CH3:21])=[O:7])([CH3:4])([CH3:3])[CH3:2].C(=O)([O-])[O-].[K+].[K+].Br[CH2:29][C:30]([O:32][CH2:33][C:34]1[CH:39]=[CH:38][CH:37]=[CH:36][CH:35]=1)=[O:31]>CC#N.C(Cl)(Cl)Cl>[C:1]([O:5][C:6]([N:8]1[CH2:13][C@H:12]([CH2:14][N:15]2[CH2:19][CH2:18][CH2:17][C:16]2=[O:20])[N:11]([CH2:29][C:30]([O:32][CH2:33][C:34]2[CH:39]=[CH:38][CH:37]=[CH:36][CH:35]=2)=[O:31])[CH2:10][C@H:9]1[CH3:21])=[O:7])([CH3:4])([CH3:2])[CH3:3] |f:1.2.3|. Procedure details: To (2R,5S)-2-methyl-5-(2-oxo-pyrrolidin-1-ylmethyl)-piperazine-1-carboxylic acid tert-butyl ester (2.73 g, 9.19 mmol) and potassium carbonate (1.4 g, 10.1 mmol) in MeCN (9.8 mL) was added benzyl bromoacetate (2.11 g, 9.2 mmol) at room temperature. The reaction was stirred at this temperature for 18 h then diluted with chloroform, filtered and the filtrate concentrated. Chromatography (silica gel, gradient elution, 0-60%, EtOAc in petrol 40-60) gave the title compound (4 g). MS: [M+H]+=446.